This data is from the Open Reaction Database (ORD), a public repository of structured organic reaction records. The task is: describe an organic reaction: reactants, conditions, products, and yield Reactants: C(CCC)OC1=NC(=C2N=C(N(C2=N1)CCCCC1CNCCC1)OC)N (2-(butyloxy)-8-(methyloxy)-9-[4-(3-piperidinyl)butyl]-9H-purin-6-amine), IC1CCCC1 (iodocyclopentane). Yields the product NC1=C2NC(N(C2=NC(=N1)OCCCC)CCCCC1CN(CCC1)C1CCCC1)=O (6-Amino-2-(butyloxy)-9-[4-(1-cyclopentyl-3-piperidinyl)butyl]-7,9-dihydro-8H-purin-8-one). RXN SMILES: [CH2:1]([O:5][C:6]1[N:14]=[C:13]2[C:9]([N:10]=[C:11]([O:25]C)[N:12]2[CH2:15][CH2:16][CH2:17][CH2:18][CH:19]2[CH2:24][CH2:23][CH2:22][NH:21][CH2:20]2)=[C:8]([NH2:27])[N:7]=1)[CH2:2][CH2:3][CH3:4].I[CH:29]1[CH2:33][CH2:32][CH2:31][CH2:30]1>>[NH2:27][C:8]1[N:7]=[C:6]([O:5][CH2:1][CH2:2][CH2:3][CH3:4])[N:14]=[C:13]2[C:9]=1[NH:10][C:11](=[O:25])[N:12]2[CH2:15][CH2:16][CH2:17][CH2:18][CH:19]1[CH2:24][CH2:23][CH2:22][N:21]([CH:29]2[CH2:33][CH2:32][CH2:31][CH2:30]2)[CH2:20]1. Procedure: Prepared similarly to Example 14 from 2-(butyloxy)-8-(methyloxy)-9-[4-(3-piperidinyl)butyl]-9H-purin-6-amine and iodocyclopentane.